This data is from the Open Reaction Database (ORD), a public repository of structured organic reaction records. The task is: describe an organic reaction: reactants, conditions, products, and yield Reactants: C([O-])([O-])=O.[K+].[K+] (potassium carbonate), C(C=C)Br (allyl bromide), OC1=C(C(C(=O)OC)=CC=C1)C(=O)OC (dimethyl 3-hydroxy-phthalate). The solvent is C(C)C(=O)C (methyl ethyl ketone). The product is C(C=C)OC1=C(C(C(=O)OC)=CC=C1)C(=O)OC (dimethyl 3-allyloxyphthalate). Reaction SMILES: C(=O)([O-])[O-].[K+].[K+].[CH2:7](Br)[CH:8]=[CH2:9].[OH:11][C:12]1[CH:21]=[CH:20][CH:19]=[C:14]([C:15]([O:17][CH3:18])=[O:16])[C:13]=1[C:22]([O:24][CH3:25])=[O:23]>C(C(C)=O)C>[CH2:7]([O:11][C:12]1[CH:21]=[CH:20][CH:19]=[C:14]([C:15]([O:17][CH3:18])=[O:16])[C:13]=1[C:22]([O:24][CH3:25])=[O:23])[CH:8]=[CH2:9] |f:0.1.2|. Procedure details: The starting material can be prepared as follows: 225 g of potassium carbonate and 98 g of allyl bromide are added to a solution of 170.0 g of dimethyl 3-hydroxy-phthalate in 400 ml of methyl ethyl ketone. The mixture is heated to the reflux temperature for 18 hours, whilst stirring, and then filtered, the filter residue is washed with methyl ethyl ketone and the filtrate, combined with the wash liquid, is evaporated under reduced pressure. The residual oily crude product is distilled under redu... Starting materials: O[C@@]12[C@]3(CCC(C=C3CC[C@H]1[C@@H]1CCC([C@@]1(C)CC2)=O)=O)C (9α-Hydroxyandrostenedione), O (water), O (Water). The solvent is CS(=O)(=O)O (methanesulfonic acid). The product is C[C@@]12C(CC[C@H]1[C@@H]1CCC3=CC(CC[C@]3(C)C1=CC2)=O)=O (androsta-4,9(11)-diene-3,17-dione). As a reaction SMILES: O[C@:2]12[CH2:19][CH2:18][C@@:16]3([CH3:17])[C@@H:12]([CH2:13][CH2:14][C:15]3=[O:20])[C@@H:11]1[CH2:10][CH2:9][C:8]1[C@:3]2([CH3:22])[CH2:4][CH2:5][C:6](=[O:21])[CH:7]=1.O>CS(O)(=O)=O>[CH3:17][C@:16]12[CH2:18][CH:19]=[C:2]3[C@@H:11]([CH2:10][CH2:9][C:8]4[C@:3]3([CH3:22])[CH2:4][CH2:5][C:6](=[O:21])[CH:7]=4)[C@@H:12]1[CH2:13][CH2:14][C:15]2=[O:20]. Procedure: 9α-Hydroxyandrostenedione (302 mg.) is added to a solution of water (2.5 ml.) in methanesulfonic acid (2.5 ml.) and heated to 100°. The mixture is slowly cooled over a period of 2 hours to 60°. Water (3 ml.) is added and the reaction mixture seeded. Work-up gives androsta-4,9(11)-diene-3,17-dione, 216 mg. (75.9% chemical yield - crude material), m.p. 170°-175°. Upon recrystallization a m.p. of 190°-194° is obtained. The reactants are C=C1COc2ccc(OCc3ccccc3)cc2C1=O, CN(C)C=O, O, c1c[nH]cn1. The product is O=C1c2cc(OCc3ccccc3)ccc2OCC1Cn1ccnc1. RXN SMILES: [CH2:1]([c:2]1[cH:3][cH:4][cH:5][cH:6][cH:7]1)[O:8][c:9]1[cH:10][c:11]2[c:16]([cH:17][cH:18]1)[O:15][CH2:14][C:13](=[CH2:19])[C:12]2=[O:20].[O:26]=[CH:27][N:28]([CH3:29])[CH3:30].[OH2:31].[nH:21]1[cH:22][n:23][cH:24][cH:25]1>>[CH2:1]([c:2]1[cH:3][cH:4][cH:5][cH:6][cH:7]1)[O:8][c:9]1[cH:10][c:11]2[c:16]([cH:17][cH:18]1)[O:15][CH2:14][CH:13]([CH2:19][n:21]1[cH:22][n:23][cH:24][cH:25]1)[C:12]2=[O:20]. The reactants are CI, [H-], O=C1CCCc2cc([N+](=O)[O-])ccc2N1, [Na+], CN(C)C=O. Product: CN1C(=O)CCCc2cc([N+](=O)[O-])ccc21. As a reaction SMILES: [CH3:18][I:19].[H-:16].[N+:1](=[O:2])([O-:3])[c:4]1[cH:5][c:6]2[c:7]([cH:14][cH:15]1)[NH:8][C:9](=[O:13])[CH2:10][CH2:11][CH2:12]2.[Na+:17].[O:20]=[CH:21][N:22]([CH3:23])[CH3:24]>>[N+:1](=[O:2])([O-:3])[c:4]1[cH:5][c:6]2[c:7]([cH:14][cH:15]1)[N:8]([CH3:18])[C:9](=[O:13])[CH2:10][CH2:11][CH2:12]2.